This data is from the Open Reaction Database (ORD), a public repository of structured organic reaction records. The task is: describe an organic reaction: reactants, conditions, products, and yield The reactants are CC(=O)OC1CC(NC(=O)OC(C)(C)C)C(=O)N(CC(=O)OC(C)(C)C)c2ccccc21, CCO. Yields the product CC(C)(C)OC(=O)CN1C(=O)C(NC(=O)OC(C)(C)C)CCc2ccccc21. As a reaction SMILES: [C:1]([CH3:2])([CH3:3])([CH3:4])[O:5][C:6](=[O:7])[NH:8][CH:9]1[C:10](=[O:32])[N:11]([CH2:24][C:25](=[O:26])[O:27][C:28]([CH3:29])([CH3:30])[CH3:31])[c:12]2[c:13]([cH:20][cH:21][cH:22][cH:23]2)[CH:14]([O:16][C:17](=[O:18])[CH3:19])[CH2:15]1.[CH3:33][CH2:34][OH:35]>>[C:1]([CH3:2])([CH3:3])([CH3:4])[O:5][C:6](=[O:7])[NH:8][CH:9]1[C:10](=[O:32])[N:11]([CH2:24][C:25](=[O:26])[O:27][C:28]([CH3:29])([CH3:30])[CH3:31])[c:12]2[c:13]([cH:20][cH:21][cH:22][cH:23]2)[CH2:14][CH2:15]1. Reactants: CSCCC(NC(=O)Nc1ccc(Cl)cc1)C(=O)N1CCC(N2Cc3cnc(C)n3C2=O)CC1, ClCCl, O=C(OO)c1cccc(Cl)c1. Yields the product Cc1ncc2n1C(=O)N(C1CCN(C(=O)C(CCS(C)=O)NC(=O)Nc3ccc(Cl)cc3)CC1)C2. RXN SMILES: [Cl:1][c:2]1[cH:3][cH:4][c:5]([NH:8][C:9](=[O:10])[NH:11][CH:12]([CH2:13][CH2:14][S:15][CH3:16])[C:17](=[O:18])[N:19]2[CH2:20][CH2:21][CH:22]([N:25]3[C:26](=[O:34])[n:27]4[c:28]([cH:30][n:31][c:32]4[CH3:33])[CH2:29]3)[CH2:23][CH2:24]2)[cH:6][cH:7]1.[Cl:46][CH2:47][Cl:48].[OH:35][O:36][C:37]([c:38]1[cH:39][c:40]([Cl:41])[cH:42][cH:43][cH:44]1)=[O:45]>>[Cl:1][c:2]1[cH:3][cH:4][c:5]([NH:8][C:9](=[O:10])[NH:11][CH:12]([CH2:13][CH2:14][S:15]([CH3:16])=[O:35])[C:17](=[O:18])[N:19]2[CH2:20][CH2:21][CH:22]([N:25]3[C:26](=[O:34])[n:27]4[c:28]([cH:30][n:31][c:32]4[CH3:33])[CH2:29]3)[CH2:23][CH2:24]2)[cH:6][cH:7]1.